describe an organic reaction: reactants, conditions, products, and yield From a dataset of the Open Reaction Database (ORD), a public repository of structured organic reaction records. Starting materials: FC(C=1C=C(C(=S)Cl)C=CC1)(F)F (3-trifluoromethyl-thiobenzoic acid chloride), [H][H] (hydrogen). Reagents/catalysts: [Pd] (palladium). Solvent: C1(=CC=CC=C1)C (toluene). Reaction conditions: time 24 hour. Yields the product FC(C=1C=C(C=S)C=CC1)(F)F (3-trifluoromethylthio-benzaldehyde). Yield: 73.9%. As a reaction SMILES: [F:1][C:2]([F:13])([F:12])[C:3]1[CH:4]=[C:5]([CH:9]=[CH:10][CH:11]=1)[C:6](Cl)=[S:7].[H][H]>C1(C)C=CC=CC=1.[Pd]>[F:1][C:2]([F:12])([F:13])[C:3]1[CH:4]=[C:5]([CH:9]=[CH:10][CH:11]=1)[CH:6]=[S:7]. Procedure details: A solution of 56.9 g (237 mmols) of 3-trifluoromethyl-thiobenzoic acid chloride in 285 ml of anhydrous toluene and 5.7 g of 5 percent strength palladium on barium sulphate is introduced into a one liter three-necked flask equipped with a condenser, a mechanical stirrer and a gas bubbler tube. This mixture is heated, with stirring, for 12 hours at the reflex temperature, while a gentle stream of hydrogen is bubbled through it. The catalyst is filtered off and washed with diethyl ether. 125 ml of ...